This data is from the Open Reaction Database (ORD), a public repository of structured organic reaction records. The task is: describe an organic reaction: reactants, conditions, products, and yield Starting materials: NC1=C(C(=O)N)C=C(C=N1)Cl (2-amino-5-chloronicotinamide), BrCC1=C(C=C(C=C1)Cl)S(=O)(=O)C (1-(bromomethyl)-4-chloro-2-(methylsulfonyl)benzene). Solvent: C(C)(=O)OCC (ethyl acetate), CN(C=O)C (N,N-dimethylformamide). Reaction conditions: temperature 100 celsius, time 14 hour. Product: Br.ClC=1C=C(C(N(C1)CC1=C(C=C(C=C1)Cl)S(=O)(=O)C)=N)C(=O)N (5-chloro-1-[4-chloro-2-(methylsulfonyl)benzyl]-2-imino-1,2-dihydropyridine-3-carboxamide hydrobromide). The yield is 12.6%. Reaction SMILES: [NH2:1][C:2]1[N:10]=[CH:9][C:8]([Cl:11])=[CH:7][C:3]=1[C:4]([NH2:6])=[O:5].[Br:12][CH2:13][C:14]1[CH:19]=[CH:18][C:17]([Cl:20])=[CH:16][C:15]=1[S:21]([CH3:24])(=[O:23])=[O:22]>CN(C)C=O.C(OCC)(=O)C>[BrH:12].[Cl:11][C:8]1[CH:7]=[C:3]([C:4]([NH2:6])=[O:5])[C:2](=[NH:1])[N:10]([CH2:13][C:14]2[CH:19]=[CH:18][C:17]([Cl:20])=[CH:16][C:15]=2[S:21]([CH3:24])(=[O:23])=[O:22])[CH:9]=1 |f:4.5|. Reported procedure: To a solution of 2-amino-5-chloronicotinamide (0.15 g) in N,N-dimethylformamide (3 ml) was added 1-(bromomethyl)-4-chloro-2-(methylsulfonyl)benzene (0.37 g), and the mixture was stirred at 100° C. for 14 hr. The reaction mixture was diluted with ethyl acetate. The precipitate was collected by filtration and washed with ethyl acetate. The obtained precipitate was recrystallized from methanol-ethyl acetate to give the title compound (50 mg). Yields the product COC(=O)c1ccccc1C=Cc1nc2cc(F)ccc2s1. As a reaction SMILES: [CH:32](=[O:33])[c:34]1[c:35]([C:36](=[O:37])[O:38][CH3:39])[cH:40][cH:41][cH:42][cH:43]1.[Cl-:1].[c:2]1([P+:3]([c:4]2[cH:5][cH:6][cH:7][cH:8][cH:20]2)([CH2:9][c:10]2[s:11][c:12]3[c:13]([n:14]2)[cH:15][c:16]([F:19])[cH:17][cH:18]3)[c:21]2[cH:22][cH:23][cH:24][cH:25][cH:26]2)[cH:27][cH:28][cH:29][cH:30][cH:31]1>>[CH:9]([c:10]1[s:11][c:12]2[c:13]([n:14]1)[cH:15][c:16]([F:19])[cH:17][cH:18]2)=[CH:32][c:34]1[c:35]([C:36](=[O:37])[O:38][CH3:39])[cH:40][cH:41][cH:42][cH:43]1. Reactants: COC(=O)c1ccccc1C=O, [Cl-], Fc1ccc2sc(C[P+](c3ccccc3)(c3ccccc3)c3ccccc3)nc2c1. Starting materials: C(#N)COC=1C(=C(C=CC1)NS(=O)(=O)C)C (N-(3-cyanomethoxy-2-methylphenyl)-methanesulfonamide), C(C)(C)(C)O (t-butanol), C(Cl)(Cl)(Cl)Cl (carbon tetrachloride), ClOC(C)(C)C (t-Butyl hypochlorite). The solvent is C1(=CC=CC=C1)C (toluene). Run at temperature -4 celsius. The product is ClC1=CC=C(C(=C1NS(=O)(=O)C)C)OCC#N (N-(6-chloro-3-cyanomethoxy-2-methylphenyl)-methanesulfonamide). The yield is 49.0%. RXN SMILES: [C:1]([CH2:3][O:4][C:5]1[C:6]([CH3:16])=[C:7]([NH:11][S:12]([CH3:15])(=[O:14])=[O:13])[CH:8]=[CH:9][CH:10]=1)#[N:2].C(O)(C)(C)C.C(Cl)(Cl)(Cl)[Cl:23].ClOC(C)(C)C>C1(C)C=CC=CC=1>[Cl:23][C:8]1[C:7]([NH:11][S:12]([CH3:15])(=[O:14])=[O:13])=[C:6]([CH3:16])[C:5]([O:4][CH2:3][C:1]#[N:2])=[CH:10][CH:9]=1. Procedure: N-(3-cyanomethoxy-2-methylphenyl)-methanesulfonamide (1.87 g, 7.78 mmol) was suspended in a 1:1 mixture of t-butanol and carbon tetrachloride (80 ml) and cooled in an ice bath. t-Butyl hypochlorite (TCl, 0.85 g, 7.78 mmol) was added dropwise. The mixture was maintained at -4° C. overnight then warmed to room temperature. The volatiles were removed at reduced pressure. N-(6-chloro-3-cyanomethoxy-2-methylphenyl)-methanesulfonamide (1.05 g, 49% yield) was obtained by recrystallization from toluene. Reactants: Cc1cc(C)cc(CC(O)C(=O)O)c1, O=S(Cl)Cl. Product: Cc1cc(C)cc(CC(O)C(=O)O)c1, [Cl-]. As a reaction SMILES: [CH3:1][c:2]1[cH:3][c:4]([CH2:5][CH:6]([C:7](=[O:8])[OH:9])[OH:10])[cH:11][c:12]([CH3:14])[cH:13]1.[S:15]([Cl:16])([Cl:17])=[O:18]>>[CH3:1][c:2]1[cH:3][c:4]([CH2:5][CH:6]([C:7](=[O:8])[OH:9])[OH:10])[cH:11][c:12]([CH3:14])[cH:13]1.[Cl-:17]. Reactants: Cl (hydrochloric acid), OCCCSC1=CC=C(C=C1)[N+](=O)[O-] (1-(3-hydroxypropylthio)-4-nitrobenzene), Cl (HCl). Reagents/catalysts: [Fe] (Iron), [Fe] (iron). Solvent: C(C)O (ethanol), O (water). Reaction conditions: temperature 90 celsius, time 2 hour. The product is OCCCSC1=CC=C(N)C=C1 (4-(3-Hydroxypropylthio)aniline). Isolated yield 104.7%. RXN SMILES: Cl.[OH:2][CH2:3][CH2:4][CH2:5][S:6][C:7]1[CH:12]=[CH:11][C:10]([N+:13]([O-])=O)=[CH:9][CH:8]=1>C(O)C.O.[Fe]>[OH:2][CH2:3][CH2:4][CH2:5][S:6][C:7]1[CH:12]=[CH:11][C:10]([NH2:13])=[CH:9][CH:8]=1. Procedure: Iron powder (330 mg) and conc. hydrochloric acid (0.3 ml) were added to a solution of 1-(3-hydroxypropylthio)-4-nitrobenzene (Method 82; 1 g, 4.69 mmol) in ethanol (6 ml) and water (3 ml). The mixture was stirred and heated at 90° C. for 3 hours, further iron powder (300 mg) and conc. HCl (0.2 ml) were added and heating continued for a further 2 hours. The volatiles were removed by evaporation and water (20 ml) added to the residue. The mixture was acidified to pH 1 with 2M hydrochloric acid, fi... Reactants: CNC(=O)c1c(I)c(C#N)c(I)c(C(=O)O)c1I, CN(C)C=O, OCC(O)CCl, [Na+], [Na+], O=C([O-])[O-]. Product: CNC(=O)c1c(I)c(C#N)c(I)c(C(=O)OCC(O)CO)c1I. Reaction SMILES: [CH3:1][NH:2][C:3]([c:4]1[c:5]([I:17])[c:6]([C:7](=[O:8])[OH:9])[c:10]([I:16])[c:11]([C:14]#[N:15])[c:12]1[I:13])=[O:18].[CH3:31][N:32]([CH3:33])[CH:34]=[O:35].[Cl:25][CH2:26][CH:27]([CH2:28][OH:29])[OH:30].[Na+:19].[Na+:20].[O-:21][C:22](=[O:23])[O-:24]>>[CH3:1][NH:2][C:3]([c:4]1[c:5]([I:17])[c:6]([C:7]([O:8][CH2:26][CH:27]([CH2:28][OH:29])[OH:30])=[O:9])[c:10]([I:16])[c:11]([C:14]#[N:15])[c:12]1[I:13])=[O:18]. Reactants: N#Cc1ncccc1F, CC(=O)O, C[O-], CO, [Cl-], [NH4+], [Na+], [Na]. Product: N=C(N)c1ncccc1F, Cl. RXN SMILES: [C:5](#[N:6])[c:7]1[n:8][cH:9][cH:10][cH:11][c:12]1[F:13].[CH3:16][C:17](=[O:18])[OH:19].[CH3:1][O-:2].[CH3:20][OH:21].[Cl-:14].[NH4+:15].[Na+:3].[Na:4]>>[C:5]([NH2:6])([c:7]1[n:8][cH:9][cH:10][cH:11][c:12]1[F:13])=[NH:15].[ClH:14]. Reactants: Clc1cccc(CBr)c1, CC(C)=O, [K+], [K+], O=C([O-])[O-], O=Cc1ccc(O)cc1. Product: O=Cc1ccc(OCc2cccc(Cl)c2)cc1. RXN SMILES: [Br:1][CH2:2][c:3]1[cH:4][c:5]([Cl:9])[cH:6][cH:7][cH:8]1.[CH3:25][C:26](=[O:27])[CH3:28].[K+:19].[K+:20].[O-:21][C:22]([O-:23])=[O:24].[OH:10][c:11]1[cH:12][cH:13][c:14]([CH:15]=[O:16])[cH:17][cH:18]1>>[CH2:2]([c:3]1[cH:4][c:5]([Cl:9])[cH:6][cH:7][cH:8]1)[O:10][c:11]1[cH:12][cH:13][c:14]([CH:15]=[O:16])[cH:17][cH:18]1. Reactants: C1(=C(C=CC=C1)C(CCN)C)C1=CC=CC=C1 (3-p-biphenyly-butylamine), C(C)(=O)OC(C)=O (acetic anhydride). Solvent: C(=O)O (formic acid). Run at time 8 hour. Product: C(=O)NCCC(C)C1=C(C=CC=C1)C1=CC=CC=C1 (1-formamido-3-p-biphenyly-butane). Reaction SMILES: [C:1]1([C:12]2[CH:17]=[CH:16][CH:15]=[CH:14][CH:13]=2)[CH:6]=[CH:5][CH:4]=[CH:3][C:2]=1[CH:7]([CH3:11])[CH2:8][CH2:9][NH2:10].[C:18](OC(=O)C)(=[O:20])C>C(O)=O>[CH:18]([NH:10][CH2:9][CH2:8][CH:7]([C:2]1[CH:3]=[CH:4][CH:5]=[CH:6][C:1]=1[C:12]1[CH:17]=[CH:16][CH:15]=[CH:14][CH:13]=1)[CH3:11])=[O:20]. Procedure: 2.25 g of 3-p-biphenyly-butylamine are dissolved in 30 ml of formic acid, 10 ml of acetic anhydride are added dropwise at 60°, while stirring, and the mixture is allowed to stand overnight and worked up in the customary manner to give 1-formamido-3-p-biphenyly-butane.